This data is from the Open Reaction Database (ORD), a public repository of structured organic reaction records. The task is: describe an organic reaction: reactants, conditions, products, and yield Starting materials: [Al+3], S=C=S, O=C(O)C1CC1, [Cl-], [Cl-], [Cl-], [Cl-], Clc1ccc(-c2ccco2)cc1, Cl. Reaction SMILES: [Al+3:2].[C:25](=[S:26])=[S:27].[CH:6]1([C:9](=[O:10])[OH:11])[CH2:7][CH2:8]1.[Cl-:1].[Cl-:3].[Cl-:4].[Cl-:5].[Cl:12][c:13]1[cH:14][cH:15][c:16](-[c:19]2[o:20][cH:21][cH:22][cH:23]2)[cH:17][cH:18]1.[ClH:24]>>[CH:6]1([C:9](=[O:11])[c:21]2[o:20][c:19](-[c:16]3[cH:15][cH:14][c:13]([Cl:12])[cH:18][cH:17]3)[cH:23][cH:22]2)[CH2:7][CH2:8]1. Product: O=C(c1ccc(-c2ccc(Cl)cc2)o1)C1CC1. The reactants are C(C)(=O)C=1C=NC=CC1CC1C(C2=CC=C(C=C2CC1)OC)=O (2-[(3-acetyl-4-pyridyl)methyl]-6-methoxy-tetralin-1-one), CC1=CC=C(CBr)C=C1 (4-methylbenzyl bromide). The product is [Br-].C(C)(=O)C=1C=[N+](C=CC1CC1C(C2=CC=C(C=C2CC1)OC)=O)CC1=CC=C(C=C1)C (2-[[3-acetyl-1-(p-tolylmethyl)pyridin-1-ium-4-yl]methyl]-6-methoxy-tetralin-1-one bromide). RXN SMILES: [C:1]([C:4]1[CH:5]=[N:6][CH:7]=[CH:8][C:9]=1[CH2:10][CH:11]1[CH2:20][CH2:19][C:18]2[C:13](=[CH:14][CH:15]=[C:16]([O:21][CH3:22])[CH:17]=2)[C:12]1=[O:23])(=[O:3])[CH3:2].[CH3:24][C:25]1[CH:32]=[CH:31][C:28]([CH2:29][Br:30])=[CH:27][CH:26]=1>>[Br-:30].[C:1]([C:4]1[CH:5]=[N+:6]([CH2:24][C:25]2[CH:32]=[CH:31][C:28]([CH3:29])=[CH:27][CH:26]=2)[CH:7]=[CH:8][C:9]=1[CH2:10][CH:11]1[CH2:20][CH2:19][C:18]2[C:13](=[CH:14][CH:15]=[C:16]([O:21][CH3:22])[CH:17]=2)[C:12]1=[O:23])(=[O:3])[CH3:2] |f:2.3|. Procedure details: The title compound 130 is prepared according to the procedure reported in Example 38.1 with compound 103 (120 mg, 0.387 mmol) and 4-methylbenzyl bromide (122 mg, 0.66 mmol) as reactants. White solid. (Yield 181.7 mg, 95%). As a reaction SMILES: [F:1][C:2]1[C:7]([O:8][CH3:9])=[CH:6][C:5]([O:10][CH3:11])=[C:4]([F:12])[C:3]=1[C:13]1[N:18]=[C:17]2[NH:19][N:20]=[C:21](I)[C:16]2=[CH:15][N:14]=1.[N:23]1[C:32]2[C:27](=[CH:28][C:29](B(O)O)=[CH:30][CH:31]=2)[CH:26]=[CH:25][CH:24]=1>>[F:1][C:2]1[C:7]([O:8][CH3:9])=[CH:6][C:5]([O:10][CH3:11])=[C:4]([F:12])[C:3]=1[C:13]1[N:18]=[C:17]2[NH:19][N:20]=[C:21]([C:29]3[CH:28]=[C:27]4[C:32](=[CH:31][CH:30]=3)[N:23]=[CH:24][CH:25]=[CH:26]4)[C:16]2=[CH:15][N:14]=1. Reactants: FC1=C(C(=C(C=C1OC)OC)F)C1=NC=C2C(=N1)NN=C2I (6-(2,6-difluoro-3,5-dimethoxyphenyl)-3-iodo-1H-pyrazolo[3,4-d]pyrimidine), N1=CC=CC2=CC(=CC=C12)B(O)O (quinolin-6-ylboronic acid), BB-5182. Yields the product FC1=C(C(=C(C=C1OC)OC)F)C1=NC=C2C(=N1)NN=C2C=2C=C1C=CC=NC1=CC2 (6-[6-(2,6-Difluoro-3,5-dimethoxyphenyl)-1H-pyrazolo[3,4-d]pyrimidin-3-yl]quinoline). Procedure details: This compound was prepared using procedures analogous to those described for the synthesis of Example 4, Step 2 starting from 6-(2,6-difluoro-3,5-dimethoxyphenyl)-3-iodo-1H-pyrazolo[3,4-d]pyrimidine and quinolin-6-ylboronic acid (Combi-Blocks, Cat. No. BB-5182). LCMS (M+H)+=420.1. Reactants: ClCCl, CN(C)C=O, CC(O)c1ccc2c(c1)Cc1ccccc1-2, O=S(Cl)Cl. Yields the product CC(Cl)c1ccc2c(c1)Cc1ccccc1-2. RXN SMILES: [CH2:26]([Cl:27])[Cl:28].[CH3:5][N:6]([CH3:7])[CH:8]=[O:9].[OH:10][CH:11]([CH3:12])[c:13]1[cH:14][c:15]2[c:23]([cH:24][cH:25]1)-[c:22]1[c:17]([cH:18][cH:19][cH:20][cH:21]1)[CH2:16]2.[S:1]([Cl:2])([Cl:3])=[O:4]>>[Cl:3][CH:11]([CH3:12])[c:13]1[cH:14][c:15]2[c:23]([cH:24][cH:25]1)-[c:22]1[c:17]([cH:18][cH:19][cH:20][cH:21]1)[CH2:16]2. Reactants: C(C)(C)(C)OC(=O)N1[C@@H]([C@H]([C@@H](C1)NC(C)=O)F)C(=O)OCC1=CC=CC=C1 ((2R,3S,4R)-4-acetylamino-3-fluoro-pyrrolidine-1,2-dicarboxylic acid 2-benzyl ester 1-tert-butyl ester). Reagents/catalysts: [Pd] (palladium on carbon). Run in CO (methanol). Product: C(C)(C)(C)OC(=O)N1[C@@H]([C@H]([C@@H](C1)NC(C)=O)F)C(=O)O ((2R,3S,4R)-4-Acetylamino-3-fluoro-pyrrolidine-1,2-dicarboxylic acid 1-tert-butyl ester). As a reaction SMILES: [C:1]([O:5][C:6]([N:8]1[CH2:12][C@@H:11]([NH:13][C:14](=[O:16])[CH3:15])[C@H:10]([F:17])[C@H:9]1[C:18]([O:20]CC1C=CC=CC=1)=[O:19])=[O:7])([CH3:4])([CH3:3])[CH3:2]>CO.[Pd]>[C:1]([O:5][C:6]([N:8]1[CH2:12][C@@H:11]([NH:13][C:14](=[O:16])[CH3:15])[C@H:10]([F:17])[C@H:9]1[C:18]([OH:20])=[O:19])=[O:7])([CH3:2])([CH3:3])[CH3:4]. Reported procedure: A solution of (2R,3S,4R)-4-acetylamino-3-fluoro-pyrrolidine-1,2-dicarboxylic acid 2-benzyl ester 1-tert-butyl ester (315 mg, 0.82 mmol) in methanol (2 mL) was hydrogenated with palladium on carbon 10% (88 mg, 0.82 mmol) overnight. The reaction mixture was filtered over glass fiber and was concentrated. The residue was used as was for the next step. Reactants: O=C(n1ccnc1)n1ccnc1, CC(C)(C)N, Cc1c(C)c2c(c(C)c1O)CCC(C)(C(=O)O)O2. The product is Cc1c(C)c2c(c(C)c1O)CCC(C)(C(=O)NC(C)(C)C)O2. RXN SMILES: [C:19]([n:20]1[cH:21][cH:22][n:23][cH:24]1)([n:25]1[cH:26][cH:27][n:28][cH:29]1)=[O:30].[C:31]([CH3:32])([CH3:33])([CH3:34])[NH2:35].[OH:1][c:2]1[c:3]([CH3:18])[c:4]2[c:9]([c:10]([CH3:13])[c:11]1[CH3:12])[O:8][C:7]([C:14](=[O:15])[OH:16])([CH3:17])[CH2:6][CH2:5]2>>[OH:1][c:2]1[c:3]([CH3:18])[c:4]2[c:9]([c:10]([CH3:13])[c:11]1[CH3:12])[O:8][C:7]([C:14](=[O:16])[NH:35][C:31]([CH3:32])([CH3:33])[CH3:34])([CH3:17])[CH2:6][CH2:5]2. Starting materials: BrCC([C@H]1CC[C@H]2C3=CC=C4C[C@H](C[C@@H]([C@]4(C)[C@H]3CC[C@]12C)OCOC)OCOC)C (21-bromo-20-methyl-1α,3β-bis(methoxymethoxy)pregna-5,7-diene), C1(=CC=CC=C1)S(=O)[O-].[Na+] (sodium benzenesulfinate), C1(=CC=C(C=C1)S(=O)[O-])C.[Na+] (sodium p-toluenesulfinate), BrCC([C@H]1CC[C@H]2C3=CC=C4C[C@H](C[C@@H]([C@]4(C)[C@H]3CC[C@]12C)OC(=O)OC)OC(=O)OC)C (21-bromo-20-methyl-1α,3β-bis(methoxycarbonyloxy) pregna-5,7-diene). Yields the product CC(CS(=O)(=O)C1=CC=C(C=C1)C)[C@H]1CC[C@H]2C3=CC=C4C[C@H](C[C@@H]([C@]4(C)[C@H]3CC[C@]12C)OCOC)OCOC (20-methyl-1α,3β-bis(methoxymethoxy)-21-p-tolylsulfonylpregna-5,7-diene). Yield: 63.3%. Reaction SMILES: Br[CH2:2][CH:3]([CH3:31])[C@@H:4]1[C@:21]2([CH3:22])[C@H:7]([C:8]3[C@H:18]([CH2:19][CH2:20]2)[C@:16]2([CH3:17])[C:11]([CH2:12][C@@H:13]([O:27][CH2:28][O:29][CH3:30])[CH2:14][C@@H:15]2[O:23][CH2:24][O:25][CH3:26])=[CH:10][CH:9]=3)[CH2:6][CH2:5]1.[C:32]1([CH3:41])[CH:37]=[CH:36][C:35]([S:38]([O-:40])=[O:39])=[CH:34][CH:33]=1.[Na+].BrCC(C)[C@@H]1[C@]2(C)[C@H](C3[C@H](CC2)[C@]2(C)C(C[C@@H](OC(OC)=O)C[C@@H]2OC(OC)=O)=CC=3)CC1.C1(S([O-])=O)C=CC=CC=1.[Na+]>>[CH3:31][CH:3]([C@@H:4]1[C@:21]2([CH3:22])[C@H:7]([C:8]3[C@H:18]([CH2:19][CH2:20]2)[C@:16]2([CH3:17])[C:11]([CH2:12][C@@H:13]([O:27][CH2:28][O:29][CH3:30])[CH2:14][C@@H:15]2[O:23][CH2:24][O:25][CH3:26])=[CH:10][CH:9]=3)[CH2:6][CH2:5]1)[CH2:2][S:38]([C:35]1[CH:36]=[CH:37][C:32]([CH3:41])=[CH:33][CH:34]=1)(=[O:40])=[O:39] |f:1.2,4.5|. Reported procedure: The procedure of Example 5 was repeated except that 59 mg of 21-bromo-20-methyl-1α,3β-bis(methoxymethoxy)pregna-5,7-diene and 95 mg of sodium p-toluenesulfinate were used in lieu of 65 mg of 21-bromo-20-methyl-1α,3β-bis(methoxycarbonyloxy) pregna-5,7-diene and 80 mg of sodium benzenesulfinate, respectively, to give 43 mg of 20-methyl-1α,3β-bis(methoxymethoxy)-21-p-tolylsulfonylpregna-5,7-diene. Starting materials: BrC1=C2C3(C(N(C2=CC=C1)CC(=O)OCC)=O)C1=C(OC3)C=C3OCCC3=C1 (ethyl (4′-bromo-2′-oxo-5,6-dihydrospiro[benzo[1,2-b:5,4-b′]difuran-3,3′-indol]-1′(2′H)-yl)acetate), O=C1N(C2=CC=CC=C2C12COC=1C2=CC2=C(OCO2)C1)CC(=O)OCC (ethyl (2′-oxospiro[furo[2,3-f][1,3]benzodioxole-7,3′-indol]-1′(2′H)-yl)acetate). Yields the product BrC1=C2C3(C(N(C2=CC=C1)CC(=O)O)=O)C1=C(OC3)C=C3OCCC3=C1 ((4′-bromo-2′-oxo-5,6-dihydrospiro[benzo[1,2-b:5,4-b′]difuran-3,3′-indol]-1′(2′H)-yl)acetic acid). RXN SMILES: [Br:1][C:2]1[CH:10]=[CH:9][CH:8]=[C:7]2[C:3]=1[C:4]1([CH2:21][O:20][C:19]3[CH:22]=[C:23]4[C:27](=[CH:28][C:18]1=3)[CH2:26][CH2:25][O:24]4)[C:5](=[O:17])[N:6]2[CH2:11][C:12]([O:14]CC)=[O:13].O=C1C2(C3=CC4OCOC=4C=C3OC2)C2C(=CC=CC=2)N1CC(OCC)=O>>[Br:1][C:2]1[CH:10]=[CH:9][CH:8]=[C:7]2[C:3]=1[C:4]1([CH2:21][O:20][C:19]3[CH:22]=[C:23]4[C:27](=[CH:28][C:18]1=3)[CH2:26][CH2:25][O:24]4)[C:5](=[O:17])[N:6]2[CH2:11][C:12]([OH:14])=[O:13]. Procedure: Following the procedure as described in EXAMPLE 2, and making non-critical variations using ethyl (4′-bromo-2′-oxo-5,6-dihydrospiro[benzo[1,2-b:5,4-b′]difuran-3,3′-indol]-1′(2′H)-yl)acetate to replace ethyl (2′-oxospiro[furo[2,3-f][1,3]benzodioxole-7,3′-indol]-1′(2′H)-yl)acetate, the title compound was obtained (98%) as a colorless solid: MS (ES−) m/z 415.2 (M−1).